This data is from the Open Reaction Database (ORD), a public repository of structured organic reaction records. The task is: describe an organic reaction: reactants, conditions, products, and yield Product: COc1ccc2nc(N3CCN(C(C)C)CC3)sc2c1. RXN SMILES: [CH:13]([CH3:14])([CH3:15])[N:16]1[CH2:17][CH2:18][NH:19][CH2:20][CH2:21]1.[Cl:1][c:2]1[s:3][c:4]2[c:5]([n:6]1)[cH:7][cH:8][c:9]([O:11][CH3:12])[cH:10]2>>[c:2]1([N:19]2[CH2:18][CH2:17][N:16]([CH:13]([CH3:14])[CH3:15])[CH2:21][CH2:20]2)[s:3][c:4]2[c:5]([n:6]1)[cH:7][cH:8][c:9]([O:11][CH3:12])[cH:10]2. Reactants: CC(C)N1CCNCC1, COc1ccc2nc(Cl)sc2c1. Starting materials: CN1CCCC1=O, CCOC(=O)C(CC(C)C)c1cc(I)c(OCC2CC2)c(-c2ccc(C(F)(F)F)cc2)c1, N#C[Cu]. Product: CCOC(=O)C(CC(C)C)c1cc(C#N)c(OCC2CC2)c(-c2ccc(C(F)(F)F)cc2)c1. RXN SMILES: [CH3:36][N:37]1[CH2:38][CH2:39][CH2:40][C:41]1=[O:42].[CH:1]1([CH2:4][O:5][c:6]2[c:7]([I:32])[cH:8][c:9]([CH:22]([C:23](=[O:24])[O:25][CH2:26][CH3:27])[CH2:28][CH:29]([CH3:30])[CH3:31])[cH:10][c:11]2-[c:12]2[cH:13][cH:14][c:15]([C:18]([F:19])([F:20])[F:21])[cH:16][cH:17]2)[CH2:2][CH2:3]1.[Cu:33][C:34]#[N:35]>>[CH:1]1([CH2:4][O:5][c:6]2[c:7]([C:34]#[N:35])[cH:8][c:9]([CH:22]([C:23](=[O:24])[O:25][CH2:26][CH3:27])[CH2:28][CH:29]([CH3:30])[CH3:31])[cH:10][c:11]2-[c:12]2[cH:13][cH:14][c:15]([C:18]([F:19])([F:20])[F:21])[cH:16][cH:17]2)[CH2:2][CH2:3]1. Reactants: Cl (HCl), ClC1=C(C=C2C(=CNC2=C1)C(=O)OC)B1OCC(CO1)(C)C (methyl 6-chloro-5-(5,5-dimethyl-1,3,2-dioxaborinan-2-yl)-1H-indole-3-carboxylate), BrC1=CC=C(O[C@H]2[C@@H](CCC2)O)C=C1 ((±)-trans-2-(4-bromophenoxy)-cyclopentanol), C([O-])([O-])=O.[K+].[K+] (potassium carbonate). The reagents and catalysts are C1=CC=C(C=C1)P([C-]2C=CC=C2)C3=CC=CC=C3.C1=CC=C(C=C1)P([C-]2C=CC=C2)C3=CC=CC=C3.Cl[Pd]Cl.[Fe+2] ([1,1′-bis(diphenylphosphino)ferrocene]dichloropalladium(II)). Solvent: C(C)O (ethanol), C1(=CC=CC=C1)C (toluene). Reaction conditions: temperature 90 celsius. Yields the product ClC1=C(C=C2C(=CNC2=C1)C(=O)OC)C1=CC=C(C=C1)O[C@H]1[C@@H](CCC1)O ((±)-methyl 6-chloro-5-(4-{[trans-2-hydroxycyclopentyl]oxy}phenyl)-1H-indole-3-carboxylate). Isolated yield 90.7%. Reaction SMILES: [Cl:1][C:2]1[CH:10]=[C:9]2[C:5]([C:6]([C:11]([O:13][CH3:14])=[O:12])=[CH:7][NH:8]2)=[CH:4][C:3]=1B1OCC(C)(C)CO1.Br[C:24]1[CH:36]=[CH:35][C:27]([O:28][C@@H:29]2[CH2:33][CH2:32][CH2:31][C@H:30]2[OH:34])=[CH:26][CH:25]=1.C(=O)([O-])[O-].[K+].[K+].Cl>C(O)C.C1(C)C=CC=CC=1.C1C=CC(P(C2C=CC=CC=2)[C-]2C=CC=C2)=CC=1.C1C=CC(P(C2C=CC=CC=2)[C-]2C=CC=C2)=CC=1.Cl[Pd]Cl.[Fe+2]>[Cl:1][C:2]1[CH:10]=[C:9]2[C:5]([C:6]([C:11]([O:13][CH3:14])=[O:12])=[CH:7][NH:8]2)=[CH:4][C:3]=1[C:24]1[CH:36]=[CH:35][C:27]([O:28][C@@H:29]2[CH2:33][CH2:32][CH2:31][C@H:30]2[OH:34])=[CH:26][CH:25]=1 |f:2.3.4,8.9.10.11|. Procedure details: A mixture of methyl 6-chloro-5-(5,5-dimethyl-1,3,2-dioxaborinan-2-yl)-1H-indole-3-carboxylate (92.6 mg, 0.288 mmol) and (±)-trans-2-(4-bromophenoxy)-cyclopentanol (37 mg, 0.14 mmol) in ethanol (0.2 mL), toluene (0.3 mL), and 2M aqueous potassium carbonate (0.288 mL, 0.576 mmol) was sealed in a microwave vial and degassed with nitrogen for 10 minutes. [1,1′-bis(diphenylphosphino)ferrocene]dichloropalladium(II) (10.2 mg, 0.014 mmol) was added, and the reaction mixture was resealed and heated to 90... Reactants: [Cl-].[NH4+] (ammonium chloride), FC=1C(=C(CN(C(OC(C)(C)C)=O)C)C=C(C1)[N+](=O)[O-])O (tert-Butyl 3-fluoro-2-hydroxy-5-nitrobenzyl(methyl)carbamate), COC[C@@H](C)O ((R)-1-methoxypropan-2-ol), C1(=CC=CC=C1)P(C1=CC=CC=C1)C1=CC=CC=C1 (triphenylphosphine), CC(C)OC(=O)/N=N/C(=O)OC(C)C (DIAD). The reagents and catalysts are [Zn] (Zinc). The solvent is C1CCOC1 (THF). Conditions: temperature 0 celsius, time 30 minute. The product is Cl.Cl.FC=1C=C(N)C=C(C1O[C@H](COC)C)CNC ((S)-3-Fluoro-4-((1-methoxypropan-2-yl)oxy)-5-((methylamino)methyl)aniline dihydrochloride). Isolated yield 89.1%. Reaction SMILES: [F:1][C:2]1[C:3]([OH:21])=[C:4]([CH:15]=[C:16]([N+:18]([O-])=O)[CH:17]=1)[CH2:5][N:6]([CH3:14])C(=O)OC(C)(C)C.[CH3:22][O:23][CH2:24][C@H:25](O)[CH3:26].C1(P(C2C=CC=CC=2)C2C=CC=CC=2)C=CC=CC=1.CC(OC(/N=N/C(OC(C)C)=O)=O)C.[Cl-:61].[NH4+]>C1COCC1.[Zn]>[ClH:61].[ClH:61].[F:1][C:2]1[CH:17]=[C:16]([CH:15]=[C:4]([CH2:5][NH:6][CH3:14])[C:3]=1[O:21][C@@H:25]([CH3:26])[CH2:24][O:23][CH3:22])[NH2:18] |f:4.5,8.9.10|. Reported procedure: To a solution of 17D (556 mg, 1.852 mmol), (R)-1-methoxypropan-2-ol (367 mg, 4.07 mmol), triphenylphosphine (1068 mg, 4.07 mmol) in THF (5 mL) was added DIAD (0.81 mL, 4.07 mmol). The reaction mixture was stirred at 0° C. for 30 min, and at rt for 16 h. The mixture was concentrated and purified by flash chromatography. The desired fractions were combined and concentrated. The residue was dissolved in MeOH (30 mL) and THF (10 mL). Zinc (dust) (3.47 g, 53.1 mmol) and ammonium chloride (5.68 g, 106... The reactants are C(#CCCCCCCCC)C1=CC=C(C=O)C=C1 (4-dec-1-ynylbenzaldehyde), FC(C1=C(CN)C=CC=C1)(F)F (2-(trifluoromethyl)benzylamine). Product: C(#CCCCCCCCC)C1=CC=C(CNCC2=C(C=CC=C2)C(F)(F)F)C=C1 (N-(4-dec-1-ynylbenzyl)-N-[2-(trifluoromethyl)benzyl]amine). RXN SMILES: [C:1]([C:11]1[CH:18]=[CH:17][C:14]([CH:15]=O)=[CH:13][CH:12]=1)#[C:2][CH2:3][CH2:4][CH2:5][CH2:6][CH2:7][CH2:8][CH2:9][CH3:10].[F:19][C:20]([F:30])([F:29])[C:21]1[CH:28]=[CH:27][CH:26]=[CH:25][C:22]=1[CH2:23][NH2:24]>>[C:1]([C:11]1[CH:18]=[CH:17][C:14]([CH2:15][NH:24][CH2:23][C:22]2[CH:25]=[CH:26][CH:27]=[CH:28][C:21]=2[C:20]([F:19])([F:29])[F:30])=[CH:13][CH:12]=1)#[C:2][CH2:3][CH2:4][CH2:5][CH2:6][CH2:7][CH2:8][CH2:9][CH3:10]. Reported procedure: The same procedure as employed in the preparation of Example 394 (step b) but using 4-dec-1-ynylbenzaldehyde and 2-(trifluoromethyl)benzylamine gave the title compound as an oil. M+(LC/MS(ESI)): 402.3. HPLC (Condition A), Rt: 4.71 min (HPLC purity: 86.5%). The reactants are FC(S(=O)(=O)OC1=NC2=C(C=CC=C2C=C1)C=C)(F)F (2-trifluoromethanesulfonyloxy-8-vinylquinoline), C(C)(C)(C)O (tert-butanol), CC[C@@H]1CN2CC[C@@H]1C[C@@H]2[C@@H](C3=C4C=C(C=CC4=NC=C3)OC)OC5=NN=C(C6=CC=CC=C65)O[C@@H]([C@H]7C[C@@H]8CCN7C[C@@H]8CC)C9=C1C=C(C=CC1=NC=C9)OC (AD-mix-α), C(C)(C)(C)O (tert-butanol), S([O-])(O)=O.[Na+] (sodium bisulfite). The solvent is O (water), O (water), O (water). Reaction conditions: temperature 0 celsius, time 16 hour. Yields the product FC(S(=O)(=O)OC1=NC2=C(C=CC=C2C=C1)C(CO)O)(F)F (2-trifluoromethanesulfonyloxy-8-(1,2-dihydroxyethyl)quinoline). Yield: 80.0%. RXN SMILES: [F:1][C:2]([F:20])([F:19])[S:3]([O:6][C:7]1[CH:16]=[CH:15][C:14]2[C:9](=C(C=C)[CH:11]=[CH:12][CH:13]=2)[N:8]=1)(=[O:5])=[O:4].CC[C@H]1[C@H]2C[C@H]([C@H](OC3C4C(=CC=CC=4)C(O[C@H](C4C=CN=C5C=4C=C(OC)C=C5)[C@@H]4N5C[C@H](CC)[C@@H](CC5)C4)=NN=3)C3C=CN=C4C=3C=C([O:42]C)C=C4)N(CC2)C1.S(=O)(O)[O-].[Na+].[C:84]([OH:88])(C)([CH3:86])[CH3:85]>O>[F:1][C:2]([F:20])([F:19])[S:3]([O:6][C:7]1[CH:16]=[CH:15][C:14]2[C:9](=[C:85]([CH:84]([OH:88])[CH2:86][OH:42])[CH:11]=[CH:12][CH:13]=2)[N:8]=1)(=[O:5])=[O:4] |f:2.3|. Procedure: A solution of 2-trifluoromethanesulfonyloxy-8-vinylquinoline in 37 ml of tert-butanol and 37 ml of water is added to a suspension, cooled to 0° C. with an ice bath, of AD-mix-α in 300 ml of tert-butanol and 300 ml of water. The reaction mixture is stirred at 0° C. for 16 h and then sodium bisulfite with 300 ml of water is added. The mixture is stirred for 1 h at ambient temperature and extraction is carried out with ethyl acetate (3×200 ml). The organic phases are combined, dried over magnesium ... Starting materials: BrC=1C(=C(C(=O)OCC)C(=CC1)CSC1=CC=CC=C1)OC (ethyl 3-bromo-6-(phenylthiomethyl)-2-methoxybenzoate), FC1=CC=C(C=C1)S (4-fluorothiophenol), BrC=1C(=C(C(=O)OC)C(=CC1)CBr)OC (methyl 3-bromo-6-bromomethyl-2-methoxybenzoate), BrC=1C(=C(C(=O)OC)C(=CC1)CBr)OC (methyl 3-bromo-6-bromomethyl-2-methoxybenzoate). Yields the product BrC=1C(=C(C(=O)OC)C(=CC1)CSC1=CC=C(C=C1)F)OC (Methyl 3-bromo-6-(4-fluorophenylthiomethyl)-2-methoxybenzoate). Reaction SMILES: [Br:1][C:2]1[C:3]([O:21][CH3:22])=[C:4]([C:10]([CH2:13][S:14][C:15]2[CH:20]=[CH:19][CH:18]=[CH:17][CH:16]=2)=[CH:11][CH:12]=1)[C:5]([O:7][CH2:8]C)=[O:6].BrC1C(OC)=C(C(CBr)=CC=1)C(OC)=O.[F:38]C1C=CC(S)=CC=1>>[Br:1][C:2]1[C:3]([O:21][CH3:22])=[C:4]([C:10]([CH2:13][S:14][C:15]2[CH:20]=[CH:19][C:18]([F:38])=[CH:17][CH:16]=2)=[CH:11][CH:12]=1)[C:5]([O:7][CH3:8])=[O:6]. Reported procedure: Prepared by proceeding in a similar manner to Intermediate 73, starting from methyl 3-bromo-6-bromomethyl-2-methoxybenzoate (Intermediate 89) and 4-fluorothiophenol and used without further characterisation.